The task is: describe an organic reaction: reactants, conditions, products, and yield. This data is from the Open Reaction Database (ORD), a public repository of structured organic reaction records. As a reaction SMILES: [Br:1][c:2]1[c:3]([O:4][CH2:5][C:6]([CH3:7])=[O:8])[cH:9][c:10]([F:14])[c:11]([F:13])[cH:12]1.[Cl-:18].[NH4+:19].[Na:15][C:16]#[N:17]>>[Br:1][c:2]1[c:3]([O:4][CH2:5][C:6]([CH3:7])([C:16]#[N:17])[NH2:19])[cH:9][c:10]([F:14])[c:11]([F:13])[cH:12]1. Product: CC(N)(C#N)COc1cc(F)c(F)cc1Br. Reactants: CC(=O)COc1cc(F)c(F)cc1Br, [Cl-], [NH4+], N#C[Na]. The reactants are CC(C)(C)[O-].[K+] (t-BuOK), Cl (HCl), COC1=NC=C(C=C1)C(C)=O (2-Methoxy-5-acetylpyridine), N(=O)OC(C)(C)C (t-butyl nitrite). The solvent is CCOC(=O)C (EtOAc), C1CCOC1 (THF), O (water). Reaction conditions: temperature 2.5 celsius, time 2 hour. Yields the product COC1=CC=C(C=N1)C(/C=N/O)=O ((1E)-(6-methoxy-3-pyridyl)(oxo)acetaldehyde oxime). Yield: 37.8%. RXN SMILES: [CH3:1][O:2][C:3]1[CH:8]=[CH:7][C:6]([C:9](=[O:11])[CH3:10])=[CH:5][N:4]=1.[N:12](OC(C)(C)C)=[O:13].CC([O-])(C)C.[K+].Cl>C1COCC1.O.CCOC(C)=O>[CH3:1][O:2][C:3]1[N:4]=[CH:5][C:6]([C:9](=[O:11])/[CH:10]=[N:12]/[OH:13])=[CH:7][CH:8]=1 |f:2.3|. Procedure details: 2-Methoxy-5-acetylpyridine (12.1 g) and t-butyl nitrite (9.92 g) were dissolved in THF (120 ml). The solution was cooled at 0-5° C. To the solution was added t-BuOK (10.8 g) at 5-25° C. The reaction mixture was stirred at 25° C. for 2 hours. To the mixture was added 1N HCl (105 ml). The solution was portioned to EtOAc and water. The organic layer was separated. The aqueous layer was extracted with EtOAc. The combined organic solution was washed with 10% aq. NaOAc and brine successively, dried ov... The reactants are C(#N)C=1C=CC(=C(C(=O)NCC2=CC(=C(C=C2)OC)OC)C1)N[C@H](CO)C ((S)-5-cyano-N-(3,4-dimethoxybenzyl)-2-(2-hydroxy-1-methylethylamino)benzamide), [H-].[Na+] (sodium hydride), FC1=CC=C(C#N)C=C1 (4-fluorobenzonitrile). The solvent is C(C)(=O)OCC (ethyl acetate), CN(C=O)C (dimethylformamide). Reaction conditions: time 20 minute. Product: C(#N)C=1C=CC(=C(C(=O)NCC2=CC(=C(C=C2)OC)OC)C1)N[C@H](COC1=CC=C(C=C1)C#N)C ((S)-5-cyano-2-[2-(4-cyanophenoxy)-1-methylethylamino]-N-(3,4-dimethoxybenzyl)benzamide). The yield is 33.7%. Reaction SMILES: [C:1]([C:3]1[CH:4]=[CH:5][C:6]([NH:23][C@@H:24]([CH3:27])[CH2:25][OH:26])=[C:7]([CH:22]=1)[C:8]([NH:10][CH2:11][C:12]1[CH:17]=[CH:16][C:15]([O:18][CH3:19])=[C:14]([O:20][CH3:21])[CH:13]=1)=[O:9])#[N:2].[H-].[Na+].F[C:31]1[CH:38]=[CH:37][C:34]([C:35]#[N:36])=[CH:33][CH:32]=1>CN(C)C=O.C(OCC)(=O)C>[C:1]([C:3]1[CH:4]=[CH:5][C:6]([NH:23][C@@H:24]([CH3:27])[CH2:25][O:26][C:31]2[CH:38]=[CH:37][C:34]([C:35]#[N:36])=[CH:33][CH:32]=2)=[C:7]([CH:22]=1)[C:8]([NH:10][CH2:11][C:12]1[CH:17]=[CH:16][C:15]([O:18][CH3:19])=[C:14]([O:20][CH3:21])[CH:13]=1)=[O:9])#[N:2] |f:1.2|. Procedure details: To a solution of (S)-5-cyano-N-(3,4-dimethoxybenzyl)-2-(2-hydroxy-1-methylethylamino)benzamide (177 mg) in dimethylformamide (4 mL) was added sodium hydride (19.2 mg) at ambient temperature. After stirring for 20 minutes, 4-fluorobenzonitrile (63.8 mg) was added to the mixture. After stirring for an hour at 60° C., the mixture was diluted with ethyl acetate and washed successively with water and brine. The organic layer was dried over sodium sulfate and evaporated in vacuo. The residue was subje... Reactants: C(C)(=O)OC(C)=O (acetic anhydride), N1=CC=CC=C1 (pyridine), C(C)(=O)OC(C)=O (acetic anhydride), [N+](=O)([O-])C1=CC=C(COC(=O)NC(C(=O)O)C2=CC(=C(C=C2)O)O)C=C1 (2-(4-Nitrobenzyloxycarbonylamino)-2-(3,4-dihydroxyphenyl) acetic acid), O1CCCC1 (tetrahydrofuran). Run at temperature 0 celsius, time 3 hour. Yields the product [N+](=O)([O-])C1=CC=C(COC(=O)NC(C(=O)O)C2=CC(=C(C=C2)OC(C)=O)OC(C)=O)C=C1 (2-(4-Nitrobenzyloxycarbonylamino)-2-(3,4-diacetoxyphenyl)acetic acid). RXN SMILES: [N+:1]([C:4]1[CH:26]=[CH:25][C:7]([CH2:8][O:9][C:10]([NH:12][CH:13]([C:17]2[CH:22]=[CH:21][C:20]([OH:23])=[C:19]([OH:24])[CH:18]=2)[C:14]([OH:16])=[O:15])=[O:11])=[CH:6][CH:5]=1)([O-:3])=[O:2].N1C=CC=CC=1.[C:33](OC(=O)C)(=[O:35])[CH3:34].[O:40]1CC[CH2:42][CH2:41]1>>[N+:1]([C:4]1[CH:26]=[CH:25][C:7]([CH2:8][O:9][C:10]([NH:12][CH:13]([C:17]2[CH:22]=[CH:21][C:20]([O:23][C:33](=[O:35])[CH3:34])=[C:19]([O:24][C:41](=[O:40])[CH3:42])[CH:18]=2)[C:14]([OH:16])=[O:15])=[O:11])=[CH:6][CH:5]=1)([O-:3])=[O:2]. Reported procedure: DL-2-(4-Nitrobenzyloxycarbonylamino)-2-(3,4-dihydroxyphenyl) acetic acid (1.81 g, 5 m mole) was dissolved in dry tetrahydrofuran (19 ml). The solution was cooled to 0° C. and stirred while dry pyridine (1.30 ml, 3 equivalents) and acetic anhydride (1.18 ml, 2.5 equivalents) were added. The solution was allowed to regain room temperature and stirred for 3 h, further acetic anhydride (0.5 ml) being added after 1 h. The tetrahydrofuran was then removed by evaporation, the residue was partitioned be...